The task is: describe an organic reaction: reactants, conditions, products, and yield. This data is from the Open Reaction Database (ORD), a public repository of structured organic reaction records. Starting materials: O=C1CCc2cc(Br)ccc21, O=C([O-])[O-], C1CCOC1, C1COCCN1, [Cs+], [Cs+], N#N, O=C(C=Cc1ccccc1)C=Cc1ccccc1, O=C(C=Cc1ccccc1)C=Cc1ccccc1, O=C(C=Cc1ccccc1)C=Cc1ccccc1, [Pd], [Pd], c1ccc(P(c2ccccc2)c2ccc3ccccc3c2-c2c(P(c3ccccc3)c3ccccc3)ccc3ccccc23)cc1. The product is O=C1CCc2cc(N3CCOCC3)ccc21. RXN SMILES: [Br:1][c:2]1[cH:3][c:4]2[c:8]([cH:9][cH:10]1)[C:7](=[O:11])[CH2:6][CH2:5]2.[C:12](=[O:13])([O-:14])[O-:15].[CH2:128]1[O:129][CH2:130][CH2:131][CH2:132]1.[CH2:64]1[CH2:65][O:66][CH2:67][CH2:68][NH:69]1.[Cs+:16].[Cs+:17].[N:70]#[N:71].[O:110]=[C:111]([CH:112]=[CH:113][c:114]1[cH:115][cH:116][cH:117][cH:118][cH:119]1)[CH:120]=[CH:121][c:122]1[cH:123][cH:124][cH:125][cH:126][cH:127]1.[O:74]=[C:75]([CH:76]=[CH:77][c:78]1[cH:79][cH:80][cH:81][cH:82][cH:83]1)[CH:84]=[CH:85][c:86]1[cH:87][cH:88][cH:89][cH:90][cH:91]1.[O:92]=[C:93]([CH:94]=[CH:95][c:96]1[cH:97][cH:98][cH:99][cH:100][cH:101]1)[CH:102]=[CH:103][c:104]1[cH:105][cH:106][cH:107][cH:108][cH:109]1.[Pd:72].[Pd:73].[cH:18]1[cH:19][cH:20][c:21]([P:22]([c:23]2[cH:24][cH:25][c:26]3[c:27]([cH:28][cH:29][cH:30][cH:31]3)[c:32]2-[c:33]2[c:34]3[c:35]([cH:36][cH:37][cH:38][cH:39]3)[cH:40][cH:41][c:42]2[P:43]([c:44]2[cH:45][cH:46][cH:47][cH:48][cH:49]2)[c:50]2[cH:51][cH:52][cH:53][cH:54][cH:55]2)[c:56]2[cH:57][cH:58][cH:59][cH:60][cH:61]2)[cH:62][cH:63]1>>[c:2]1([N:69]2[CH2:64][CH2:65][O:66][CH2:67][CH2:68]2)[cH:3][c:4]2[c:8]([cH:9][cH:10]1)[C:7](=[O:11])[CH2:6][CH2:5]2. As a reaction SMILES: [C:11]([CH3:12])([CH3:13])([CH3:14])[CH:15]([CH:16]1[C:17](=[O:40])[CH2:18][CH2:19][CH:20]1[CH:21]([O:22][SiH:23]([c:24]1[cH:25][cH:26][cH:27][cH:28][cH:29]1)[c:30]1[cH:31][cH:32][cH:33][cH:34][cH:35]1)[C:36]([CH3:37])([CH3:38])[CH3:39])[O:41][SiH:42]([c:43]1[cH:44][cH:45][cH:46][cH:47][cH:48]1)[c:49]1[cH:50][cH:51][cH:52][cH:53][cH:54]1.[CH2:2]([Al+:3][CH2:4][CH:5]([CH3:6])[CH3:7])[CH:8]([CH3:9])[CH3:10].[CH2:60]([Cl:61])[Cl:62].[CH3:63][c:64]1[cH:65][cH:66][cH:67][cH:68][cH:69]1.[H-:1].[O-:55][P:56](=[O:57])([O-:58])[O-:59]>>[C:11]([CH3:12])([CH3:13])([CH3:14])[CH:15]([CH:16]1[CH:17]([OH:40])[CH2:18][CH2:19][CH:20]1[CH:21]([O:22][SiH:23]([c:24]1[cH:25][cH:26][cH:27][cH:28][cH:29]1)[c:30]1[cH:31][cH:32][cH:33][cH:34][cH:35]1)[C:36]([CH3:37])([CH3:38])[CH3:39])[O:41][SiH:42]([c:43]1[cH:44][cH:45][cH:46][cH:47][cH:48]1)[c:49]1[cH:50][cH:51][cH:52][cH:53][cH:54]1. Yields the product CC(C)(C)C(O[SiH](c1ccccc1)c1ccccc1)C1CCC(O)C1C(O[SiH](c1ccccc1)c1ccccc1)C(C)(C)C. Reactants: CC(C)(C)C(O[SiH](c1ccccc1)c1ccccc1)C1CCC(=O)C1C(O[SiH](c1ccccc1)c1ccccc1)C(C)(C)C, CC(C)C[Al+]CC(C)C, ClCCl, Cc1ccccc1, [H-], O=P([O-])([O-])[O-]. Starting materials: C(C1=CC=CC=C1)NC1CCC(CC1)(O)C (4-(Benzylamino)-1-methylcyclohexanol). Reagents/catalysts: [Pd] (Pd). The solvent is CCO (EtOH). Conditions: time 31 hour. Yields the product NC1CCC(CC1)(O)C (4-amino-1-methylcyclohexanol). Yield: 83.0%. Reaction SMILES: C([NH:8][CH:9]1[CH2:14][CH2:13][C:12]([CH3:16])([OH:15])[CH2:11][CH2:10]1)C1C=CC=CC=1>CCO.[Pd]>[NH2:8][CH:9]1[CH2:14][CH2:13][C:12]([CH3:16])([OH:15])[CH2:11][CH2:10]1. Procedure details: 4-(Benzylamino)-1-methylcyclohexanol (335 mg, 1.53 mmol) was dissolved in EtOH (7.95 ml), followed by addition of Pd (10 wt % on activated carbon, 35 mg), and then the resulting liquid was stirred at room temperature under hydrogen stream for 31 hours. The resulting reaction liquid was filtered, concentrated under reduced pressure, and dried under vacuum, to obtain 164 mg of white solid (83%). The reactants are IC=1C=CC=C2C1C(=O)OC(N2)=O (6-iodoisatoic acid anhydride), C1CN[C@@H]1C(=O)O (L-azetidine-2-carboxylic acid). Run in CS(=O)C (dimethyl sulphoxide). Product: IC1=CC=CC2=C1C(N1[C@H](C(N2)=O)CC1)=O ((S)-1,10a-dihydro-5-iodo-azeto[2,1-c][1,4]benzodiazepine-4,10(2H,9H)-dione). RXN SMILES: [I:1][C:2]1[CH:3]=[CH:4][CH:5]=[C:6]2[NH:12][C:11](=[O:13])[O:10][C:8](=O)[C:7]=12.[CH2:14]1[C@@H:17](C(O)=O)[NH:16][CH2:15]1>CS(C)=O>[I:1][C:2]1[C:7]2[C:8](=[O:10])[N:16]3[CH2:17][CH2:14][C@H:15]3[C:11](=[O:13])[NH:12][C:6]=2[CH:5]=[CH:4][CH:3]=1. Procedure: 70 g (242 mmol) of 6-iodoisatoic acid anhydride and 24.46 g (242 mmol) of L-azetidine-2-carboxylic acid in 140 ml of dimethyl sulphoxide are stirred at 105° for 2 hours, the dimethyl sulphoxide is removed in vacuo and the residue is heated to 140° in a high vacuum for 2.5 hours. By chromatography on silica gel while eluting with ethyl acetate and subsequent recrystallization from ethyl acetate there is obtained (S)-1,10a-dihydro-5-iodo-azeto[2,1-c][1,4]benzodiazepine-4,10(2H,9H)-dione of melting... Reactants: [Cl-].[NH4+] (ammonium chloride), ClC1=C(NCC2CCCO2)C=CC(=C1)[N+](=O)[O-] (2-chloro-4-nitro-N-tetrahydrofurfurylaniline). The reagents and catalysts are [Zn] (zinc). The solvent is aqueous-alcoholic solution. Yields the product Cl.ClC1=C(NCC2CCCO2)C=CC(=C1)N (2-chloro-4-amino-N-tetrahydrofurfurylaniline monohydrochloride). Reaction SMILES: [Cl-].[NH4+].[Cl:3][C:4]1[CH:16]=[C:15]([N+:17]([O-])=O)[CH:14]=[CH:13][C:5]=1[NH:6][CH2:7][CH:8]1[O:12][CH2:11][CH2:10][CH2:9]1>[Zn]>[ClH:3].[Cl:3][C:4]1[CH:16]=[C:15]([NH2:17])[CH:14]=[CH:13][C:5]=1[NH:6][CH2:7][CH:8]1[O:12][CH2:11][CH2:10][CH2:9]1 |f:0.1,4.5|. Procedure details: 3.0 g of ammonium chloride and 50 g of zinc powder are added to 150 ml of an aqueous-alcoholic solution (85% of alcohol and 15% of water). This mixture is heated to the reflux temperature, whilst stirring, and 0.1 mol (25.7 g) of 2-chloro-4-nitro-N-tetrahydrofurfurylaniline is then added gradually. When the addition has ended and the reaction mixture is decolorised, the latter is filtered and the filtrate is collected in 20 ml of ice-cooled hydrochloric acid. After cooling, the expected hydrochl...